From a dataset of the Open Reaction Database (ORD), a public repository of structured organic reaction records. describe an organic reaction: reactants, conditions, products, and yield Procedure details: To a solution of 1-[4-(benzoylaminomethyl)-1,3-thiazol-2-yl]-3-methanesulfonyloxyazetidine (739 mg, 2.01 mmol) (obtained as described in Reference Example 64(3)) in dimethylformamide (20 ml) was added potassium thioacetate (1.38 g, 12.1 mmol) at room temperature, and the mixture was stirred in an oil bath (90° C.) for 3.5 hours. After checking the completion of the reaction, the mixture was partitioned between ethyl acetate and 10% aqueous sodium chloride solution. The organic layer was washed w... Isolated yield 99.9%. Conditions: temperature 90 celsius, time 3.5 hour. The product is C(C)(=O)SC1CN(C1)C=1SC=C(N1)CNC(C1=CC=CC=C1)=O (3-acetylthio-1-[4-(benzoylaminomethyl)-1,3-thiazol-2-yl]azetidine). As a reaction SMILES: [C:1]([NH:9][CH2:10][C:11]1[N:12]=[C:13]([N:16]2[CH2:19][CH:18](OS(C)(=O)=O)[CH2:17]2)[S:14][CH:15]=1)(=[O:8])[C:2]1[CH:7]=[CH:6][CH:5]=[CH:4][CH:3]=1.[C:25]([O-:28])(=[S:27])[CH3:26].[K+].C(OCC)(=O)C>CN(C)C=O>[C:25]([S:27][CH:18]1[CH2:17][N:16]([C:13]2[S:14][CH:15]=[C:11]([CH2:10][NH:9][C:1](=[O:8])[C:2]3[CH:3]=[CH:4][CH:5]=[CH:6][CH:7]=3)[N:12]=2)[CH2:19]1)(=[O:28])[CH3:26] |f:1.2|. Solvent: CN(C=O)C (dimethylformamide). Starting materials: C(C)(=O)OCC (ethyl acetate), C(C)(=O)OCC (ethyl acetate), C(C1=CC=CC=C1)(=O)NCC=1N=C(SC1)N1CC(C1)OS(=O)(=O)C (1-[4-(benzoylaminomethyl)-1,3-thiazol-2-yl]-3-methanesulfonyloxyazetidine), C(C)(=S)[O-].[K+] (potassium thioacetate). Reactants: C(C)OCC (diethyl ether), C([O-])([O-])=O.[K+].[K+] (potassium carbonate), ClC1=CC=C(CCl)C=C1 (p-chlorobenzylchloride), CC1=C(NC2=CC=CC=C12)C(=O)OCC (Ethyl 3-methyl-1H-indole-2-carboxylate). The solvent is CN(C)C=O (DMF), C(C)(=O)OCC (ethyl acetate). Run at temperature 60 celsius, time 24 hour. Product: ClC1=CC=C(CN2C(=C(C3=CC=CC=C23)C)C(=O)OCC)C=C1 (ethyl 1-(4-chlorobenzyl)-3-methyl-1H-indole-2-carboxylate). As a reaction SMILES: [CH3:1][C:2]1[C:10]2[C:5](=[CH:6][CH:7]=[CH:8][CH:9]=2)[NH:4][C:3]=1[C:11]([O:13][CH2:14][CH3:15])=[O:12].C(=O)([O-])[O-].[K+].[K+].[Cl:22][C:23]1[CH:30]=[CH:29][C:26]([CH2:27]Cl)=[CH:25][CH:24]=1.C(OCC)C>CN(C=O)C.C(OCC)(=O)C>[Cl:22][C:23]1[CH:30]=[CH:29][C:26]([CH2:27][N:4]2[C:5]3[C:10](=[CH:9][CH:8]=[CH:7][CH:6]=3)[C:2]([CH3:1])=[C:3]2[C:11]([O:13][CH2:14][CH3:15])=[O:12])=[CH:25][CH:24]=1 |f:1.2.3|. Reported procedure: Ethyl 3-methyl-1H-indole-2-carboxylate (480 mg, 2.362 mmol) was dissolved in anhydrous DMF (5 mL), followed by the addition of granular potassium carbonate (408 mg, 2.95 mmol) and p-chlorobenzylchloride (0.38 mL, 2.95 mmol). The reaction was allowed to stir at 60° C. for 24 h, after which time the solution was diluted with a 1:1 solution of ethyl acetate:diethyl ether. The organic phase was washed with 10% aqueous sodium carbonate, dried with magnesium sulfate, and concentrated in vacuo. Purific... Starting materials: [Al+3], CCOC(=O)CCc1cc2ccccc2n1C, [H-], [H-], [H-], [H-], [Li+], [Na+], C1CCOC1, [OH-], O. The product is Cn1c(CCCO)cc2ccccc21. RXN SMILES: [Al+3:19].[CH3:1][n:2]1[c:3]([CH2:11][CH2:12][C:13](=[O:14])[O:15][CH2:16][CH3:17])[cH:4][c:5]2[cH:6][cH:7][cH:8][cH:9][c:10]12.[H-:18].[H-:21].[H-:22].[H-:23].[Li+:20].[Na+:26].[O:27]1[CH2:28][CH2:29][CH2:30][CH2:31]1.[OH-:25].[OH2:24]>>[CH3:1][n:2]1[c:3]([CH2:11][CH2:12][CH2:13][OH:14])[cH:4][c:5]2[cH:6][cH:7][cH:8][cH:9][c:10]12. The reactants are N#Cc1ccc(CCC(CC(=O)O)c2cccc(C#N)c2)cc1, ClCCl, CN, CCOC(C)=O, O=C(Cl)C(=O)Cl, Cl, O. The product is CNC(=O)CC(CCc1ccc(C#N)cc1)c1cccc(C#N)c1. Reaction SMILES: [C:7](#[N:8])[c:9]1[cH:10][c:11]([CH:15]([CH2:16][C:17](=[O:18])[OH:19])[CH2:20][CH2:21][c:22]2[cH:23][cH:24][c:25]([C:28]#[N:29])[cH:26][cH:27]2)[cH:12][cH:13][cH:14]1.[CH2:40]([Cl:41])[Cl:42].[CH3:30][NH2:31].[CH3:34][CH2:35][O:36][C:37](=[O:38])[CH3:39].[Cl:1][C:2]([C:3]([Cl:4])=[O:5])=[O:6].[ClH:32].[OH2:33]>>[C:7](#[N:8])[c:9]1[cH:10][c:11]([CH:15]([CH2:16][C:17](=[O:19])[NH:31][CH3:30])[CH2:20][CH2:21][c:22]2[cH:23][cH:24][c:25]([C:28]#[N:29])[cH:26][cH:27]2)[cH:12][cH:13][cH:14]1. The reactants are C([O-])([O-])=O.[K+].[K+] (potassium carbonate), BrCC(=O)C1OCCC1 ((RS)-2-bromoacetyltetrahydrofuran), OC(C(=O)OCC1=CC=C(C=C1)OC)N1C([C@H]([C@H]1S)NC(CC1=CC=CC=C1)=O)=O (4-methoxybenzyl (2RS)-2-hydroxy-2-[(3R, 4R) -4-mercapto-3-phenylacetamidoazetidin-2-on-1-yl]acetate). Solvent: CC(=O)C (acetone), CC(=O)C (acetone), C(C)(=O)OCC (ethyl acetate). Conditions: time 10 minute. Yields the product OC(C(=O)OCC1=CC=C(C=C1)OC)N1C([C@@]([C@H]1SCC(=O)C1OCCC1)(C1=CC=CC=C1)NC(C)=O)=O (4-Methoxybenzyl (2RS)-2-hydroxy-2-[(3R,4R)-3-phenyl-acetamido-4-[(RS)-tetrahydrofuran-2-yl-carbonylmethylthio]-azetidin-2-on-1-yl]acetate). Reaction SMILES: [OH:1][CH:2]([N:15]1[C@H:18]([SH:19])[C@H:17]([NH:20][C:21](=[O:29])[CH2:22]C2C=CC=CC=2)[C:16]1=[O:30])[C:3]([O:5][CH2:6][C:7]1[CH:12]=[CH:11][C:10]([O:13][CH3:14])=[CH:9][CH:8]=1)=[O:4].Br[CH2:32][C:33]([CH:35]1[CH2:39][CH2:38][CH2:37][O:36]1)=[O:34].C(=O)([O-])[O-].[K+].[K+]>CC(C)=O.C(OCC)(=O)C>[OH:1][CH:2]([N:15]1[C@H:18]([S:19][CH2:32][C:33]([CH:35]2[CH2:39][CH2:38][CH2:37][O:36]2)=[O:34])[C@@:17]([NH:20][C:21](=[O:29])[CH3:22])([C:7]2[CH:12]=[CH:11][CH:10]=[CH:9][CH:8]=2)[C:16]1=[O:30])[C:3]([O:5][CH2:6][C:7]1[CH:12]=[CH:11][C:10]([O:13][CH3:14])=[CH:9][CH:8]=1)=[O:4] |f:2.3.4|. Procedure: The crude thiol was dissolved in acetone (35 ml) and treated with a solution of (RS)-2-bromoacetyltetrahydrofuran (3.48 g, 18.0 mmol) in acetone (5 ml). After 10 min, potassium carbonate (1.24 g, 8.9 mmol) was added, and the mixture stirred for a further 30min. The reaction mixture was diluted with ethyl acetate, washed successively with water (x2) and brine, dried and concentrated. The residue was flash chromatographed on silica gel eluting with 50, 70 and 80% ethyl acetate in hexane yielding t... Reactants: ClC1=CC2=C(C(NC3=NC=CC=C23)=O)C=C1 (9-Chloro-5H-benzo[c][1,8]naphthyridin-6-one), NC=1C=C(C#N)C=CC1 (3-aminobenzonitrile). Product: O=C1NC2=NC=CC=C2C2=C1C=CC(=C2)NC=2C=C(C#N)C=CC2 (3-(6-oxo-5,6-dihydro-benzo[c][1,8]naphthyridin-9-ylamino)-benzonitrile). The yield is 16.0%. RXN SMILES: Cl[C:2]1[CH:16]=[CH:15][C:5]2[C:6](=[O:14])[NH:7][C:8]3[C:13]([C:4]=2[CH:3]=1)=[CH:12][CH:11]=[CH:10][N:9]=3.[NH2:17][C:18]1[CH:19]=[C:20]([CH:23]=[CH:24][CH:25]=1)[C:21]#[N:22]>>[O:14]=[C:6]1[C:5]2[CH:15]=[CH:16][C:2]([NH:17][C:18]3[CH:19]=[C:20]([CH:23]=[CH:24][CH:25]=3)[C:21]#[N:22])=[CH:3][C:4]=2[C:13]2[C:8](=[N:9][CH:10]=[CH:11][CH:12]=2)[NH:7]1. Procedure details: The title compound was synthesized according to the procedure described for the preparation of Example 231 using 6 (50 mg, 0.22 mmol) and 3-aminobenzonitrile (38 mg, 0.33 mmol) to provide 233 (11 mg, 16% yield) as a white solid. LC-MS (M+H=313, obsd.=313).